This data is from the Open Reaction Database (ORD), a public repository of structured organic reaction records. The task is: describe an organic reaction: reactants, conditions, products, and yield Reactants: hydrochloride salt, C(C1=CC=CC=C1)N1C=NC=C1C(CCC1=CC=CC=C1)(C1=CC=CC=C1)O (1-benzyl-5-(1-hydroxy-1,3-diphenylpropyl)-1H-imidazole), S(=O)(=O)(O)[O-].[K+] (potassium hydrogen sulphate), C(C1=CC=CC=C1)N1C=NC=C1C(=CCC1=CC=CC=C1)C1=CC=CC=C1 (1-benzyl-5-(1,3-diphenyl-1-propenyl)-1H-imidazole). Run in C(C)OCC (diethylether). Product: C(C1=CC=CC=C1)N1C=NC=C1C(CCC1=CC=CC=C1)C1=CC=CC=C1 (1-benzyl-5-(1,3-diphenylpropyl)-1H-imidazole). Reaction SMILES: [CH2:1]([N:8]1[C:12]([C:13](O)([C:22]2[CH:27]=[CH:26][CH:25]=[CH:24][CH:23]=2)[CH2:14][CH2:15][C:16]2[CH:21]=[CH:20][CH:19]=[CH:18][CH:17]=2)=[CH:11][N:10]=[CH:9]1)[C:2]1[CH:7]=[CH:6][CH:5]=[CH:4][CH:3]=1.S([O-])(O)(=O)=O.[K+].C(N1C(C(C2C=CC=CC=2)=CCC2C=CC=CC=2)=CN=C1)C1C=CC=CC=1>C(OCC)C>[CH2:1]([N:8]1[C:12]([CH:13]([C:22]2[CH:27]=[CH:26][CH:25]=[CH:24][CH:23]=2)[CH2:14][CH2:15][C:16]2[CH:17]=[CH:18][CH:19]=[CH:20][CH:21]=2)=[CH:11][N:10]=[CH:9]1)[C:2]1[CH:3]=[CH:4][CH:5]=[CH:6][CH:7]=1 |f:1.2|. Procedure details: 1-benzyl-5-(1-hydroxy-1,3-diphenylpropyl)-1H-imidazole is treated with anhydrous potassium hydrogen sulphate at 150° C. as described in Example 7 e). The double bond of the obtained intermediate, 1-benzyl-5-(1,3-diphenyl-1-propenyl)-1H-imidazole, is hydrogenated as described in Example 7 f). M.p. of the hydrochloride salt is 154°-174° C. (from diethylether).